Dataset: the Open Reaction Database (ORD), a public repository of structured organic reaction records. Task: describe an organic reaction: reactants, conditions, products, and yield Reactants: C(C)(C)(C)OC(NCCN1CC2CNCC(C1)O2)=O ([2-(9-oxa-3,7-diazabicyclo[3.3.1]non-3-yl)ethyl]carbamic acid tert-butyl ester), phase X, C(#N)C1=CC=C(NCCCOS(=O)(=O)C2=CC=CC=C2)C=C1 (3-(4-cyanoanilino)propyl-4-benzenesulfonate), [Mn](=O)(=O)(=O)[O-].[K+] (potassium permanganate), III, C([O-])([O-])=O.[K+].[K+] (potassium carbonate), N (ammonia). Solvent: C1(=CC=CC=C1)C (toluene), O (water), C(C)O (ethanol), C(Cl)(Cl)Cl (chloroform), C(Cl)Cl (DCM), CO (methanol). Reaction conditions: temperature 70 celsius. Yields the product C(C)(C)(C)OC(NCCN1CC2CN(CC(C1)O2)CCCNC2=CC=C(C=C2)C#N)=O ((2-{7-[3-(4-Cyanoanilino)propyl]-9-oxa-3,7-diazabicyclo[3.3.1]non-3-yl}-ethyl)carbamic acid tert-butyl ester). As a reaction SMILES: [C:1]([O:5][C:6](=[O:19])[NH:7][CH2:8][CH2:9][N:10]1[CH2:17][CH:16]2[O:18][CH:12]([CH2:13][NH:14][CH2:15]2)[CH2:11]1)([CH3:4])([CH3:3])[CH3:2].C(=O)([O-])[O-].[K+].[K+].[C:26]([C:28]1[CH:47]=[CH:46][C:31]([NH:32][CH2:33][CH2:34][CH2:35]OS(C2C=CC=CC=2)(=O)=O)=[CH:30][CH:29]=1)#[N:27].N.[Mn]([O-])(=O)(=O)=O.[K+]>C1(C)C=CC=CC=1.CO.C(Cl)(Cl)Cl.C(Cl)Cl.O.C(O)C>[C:1]([O:5][C:6](=[O:19])[NH:7][CH2:8][CH2:9][N:10]1[CH2:11][CH:12]2[O:18][CH:16]([CH2:15][N:14]([CH2:35][CH2:34][CH2:33][NH:32][C:31]3[CH:46]=[CH:47][C:28]([C:26]#[N:27])=[CH:29][CH:30]=3)[CH2:13]2)[CH2:17]1)([CH3:4])([CH3:2])[CH3:3] |f:1.2.3,6.7|. Procedure: To the solution of [2-(9-oxa-3,7-diazabicyclo[3.3.1]non-3-yl)ethyl]carbamic acid tert-butyl ester generated in Example 3 (Alternative III) above (assumed 24.15 g, 1.0 mol eq., 1.0 wt./vol.) in a mixture of toluene (approx. 100 mL), ethanol (approx. 200 mL) and water (approx. 14 mL), was added anhydrous potassium carbonate (18.58 g, 1.5 mol eq.). Solid 3-(4-cyanoanilino)propyl-4-benzenesulfonate (28.17 g, 1.0 mol eq., see step (a) above) was added and the combined mixture was heated to 70° C. for... Reactants: CCO, CC(=O)OC(COc1ccc(F)cc1)CN1CCC(n2c(=O)[nH]c3ccccc32)CC1, [K+], [OH-], O. Product: O=c1[nH]c2ccccc2n1C1CCN(CC(O)COc2ccc(F)cc2)CC1. As a reaction SMILES: [CH3:34][CH2:35][OH:36].[F:1][c:2]1[cH:3][cH:4][c:5]([O:6][CH2:7][CH:8]([CH2:9][N:10]2[CH2:11][CH2:12][CH:13]([n:16]3[c:17](=[O:25])[nH:18][c:19]4[c:20]3[cH:21][cH:22][cH:23][cH:24]4)[CH2:14][CH2:15]2)[O:26][C:27](=[O:28])[CH3:29])[cH:30][cH:31]1.[K+:33].[OH-:32].[OH2:37]>>[F:1][c:2]1[cH:3][cH:4][c:5]([O:6][CH2:7][CH:8]([CH2:9][N:10]2[CH2:11][CH2:12][CH:13]([n:16]3[c:17](=[O:25])[nH:18][c:19]4[c:20]3[cH:21][cH:22][cH:23][cH:24]4)[CH2:14][CH2:15]2)[OH:26])[cH:30][cH:31]1. The reactants are CCOC(=O)c1cc(C#N)c2c(c1)C(C)(C)CC(C)(C)O2, CCO, Cl, [Na+], [OH-]. Product: CC1(C)CC(C)(C)c2cc(C(=O)O)cc(C#N)c2O1. As a reaction SMILES: [CH2:1]([CH3:2])[O:3][C:4](=[O:5])[c:6]1[cH:7][c:8]2[c:13]([c:14]([C:16]#[N:17])[cH:15]1)[O:12][C:11]([CH3:18])([CH3:19])[CH2:10][C:9]2([CH3:20])[CH3:21].[CH3:25][CH2:26][OH:27].[ClH:24].[Na+:23].[OH-:22]>>[O:3]=[C:4]([OH:5])[c:6]1[cH:7][c:8]2[c:13]([c:14]([C:16]#[N:17])[cH:15]1)[O:12][C:11]([CH3:18])([CH3:19])[CH2:10][C:9]2([CH3:20])[CH3:21]. Reactants: OC1=C(C(=O)C2=CC=CC=C2)C=CC(=C1)OCC1CO1 (2-hydroxy-4-(2,3-epoxypropoxy)benzophenone), C(CCC)NC1CC(N(C(C1)(C)C)OC1CCCCC1)(C)C (4-butylamino-1-cyclohexyloxy-2,2,6,6-tetramethylpiperidine). Run in C(C)O (ethanol). Yields the product OC1=C(C(=O)C2=CC=CC=C2)C=CC(=C1)OCC(CN(C1CC(N(C(C1)(C)C)OC1CCCCC1)(C)C)CCCC)O (2-Hydroxy-4-{3-[N-butyl-N-(1-cyclohexyloxy-2,2,6,6-tetramethylpiperidin -4-yl)amino]-2-hydroxypropoxy}benzophenone). Yield: 91.9%. RXN SMILES: [OH:1][C:2]1[CH:15]=[C:14]([O:16][CH2:17][CH:18]2[O:20][CH2:19]2)[CH:13]=[CH:12][C:3]=1[C:4]([C:6]1[CH:11]=[CH:10][CH:9]=[CH:8][CH:7]=1)=[O:5].[CH2:21]([NH:25][CH:26]1[CH2:31][C:30]([CH3:33])([CH3:32])[N:29]([O:34][CH:35]2[CH2:40][CH2:39][CH2:38][CH2:37][CH2:36]2)[C:28]([CH3:42])([CH3:41])[CH2:27]1)[CH2:22][CH2:23][CH3:24]>C(O)C>[OH:1][C:2]1[CH:15]=[C:14]([O:16][CH2:17][CH:18]([OH:20])[CH2:19][N:25]([CH2:21][CH2:22][CH2:23][CH3:24])[CH:26]2[CH2:31][C:30]([CH3:32])([CH3:33])[N:29]([O:34][CH:35]3[CH2:40][CH2:39][CH2:38][CH2:37][CH2:36]3)[C:28]([CH3:42])([CH3:41])[CH2:27]2)[CH:13]=[CH:12][C:3]=1[C:4]([C:6]1[CH:7]=[CH:8][CH:9]=[CH:10][CH:11]=1)=[O:5]. Reported procedure: A mixture of 4.0 g (14.8 g mmol) of 2-hydroxy-4-(2,3-epoxypropoxy)benzophenone, 6.9 g (22.2 mmol) of 4-butylamino-1-cyclohexyloxy-2,2,6,6-tetramethylpiperidine, and 40 ml of ethanol is heated at reflux for 4 hours. Ethanol is evaporated, and the residue is purified by flash chromatography on silica gel (4:1 heptane: ethyl acetate) to afford 7.9 g (92% yield) of the title compound, a yellow oil. Starting materials: C([O-])([O-])=O.[K+].[K+] (potassium carbonate), C(C)(=O)N1C=C(C2=CC(=CC=C12)C=CS(=O)(=O)C1=CC=CC=C1)C[C@@H]1N(CCC1)C ((R)-1-acetyl-5-(benzenesulfonylethenyl)-3-(N-methyl-pyrrolidin-2-ylmethyl)-1H-indole), O (water). Solvent: CO (methanol). Product: C1(=CC=CC=C1)S(=O)(=O)C=CC=1C=C2C(=CNC2=CC1)C[C@@H]1N(CCC1)C ((R)-5-(2-Phenylsulfonylethenyl)-3-(N-methylpyrrolidin-2-ylmethyl)-1H-indole). The yield is 74.9%. RXN SMILES: C([N:4]1[C:12]2[C:7](=[CH:8][C:9]([CH:13]=[CH:14][S:15]([C:18]3[CH:23]=[CH:22][CH:21]=[CH:20][CH:19]=3)(=[O:17])=[O:16])=[CH:10][CH:11]=2)[C:6]([CH2:24][C@H:25]2[CH2:29][CH2:28][CH2:27][N:26]2[CH3:30])=[CH:5]1)(=O)C.C(=O)([O-])[O-].[K+].[K+].O>CO>[C:18]1([S:15]([CH:14]=[CH:13][C:9]2[CH:8]=[C:7]3[C:12](=[CH:11][CH:10]=2)[NH:4][CH:5]=[C:6]3[CH2:24][C@H:25]2[CH2:29][CH2:28][CH2:27][N:26]2[CH3:30])(=[O:17])=[O:16])[CH:19]=[CH:20][CH:21]=[CH:22][CH:23]=1 |f:1.2.3|. Procedure details: A suspension of (R)-1-acetyl-5-(benzenesulfonylethenyl)-3-(N-methyl-pyrrolidin-2-ylmethyl)-1H-indole (220.8 g) in methanol (2.21 L) was treated with potassium carbonate (72.23 g) and stirred at ambient temperature. After about one hour active carbon (22.1 g) was added to the solution then water (660 mL) added slowly. The mixture was filtered and the filtrate heated to reflux and water (660 mL) added dropwise. The mixture was allowed to cool and crystallize, then further water was added slowly (3...